describe an organic reaction: reactants, conditions, products, and yield From a dataset of the Open Reaction Database (ORD), a public repository of structured organic reaction records. The reactants are COC(c1cc(cc(c1C=O)OC)OC)=O, CC1=CN=C(C=C1)N, [C-]#[N+]C1CCCCC1. The reagents and catalysts are O=C(O)C(F)(F)F (trifluoroacetic acid). Run in CC(C)O (isopropyl alcohol), CC(C)O (isopropylalcohol). Reaction conditions: temperature 22 celsius, time 20 hour. Yields the product Cc1ccc2nc(c3c(cc(cc3OC)OC)C(=O)OC)c(NC3CCCCC3)n2c1. Isolated yield 80.3%. Reaction SMILES: CC1=CC=C(N)N=C1.[C-]#[N+]C1CCCCC1.COC(=O)C1=C(C=O)C(OC)=CC(OC)=C1>>COC(=O)C1=C(C2=C(NC3CCCCC3)N3C=C(C)C=CC3=N2)C(OC)=CC(OC)=C1. Reactants: C(Br)(Br)(Br)Br (carbon tetrabromide), C1(=CC=CC=C1)P(C1=CC=CC=C1)C1=CC=CC=C1 (triphenylphosphine), C(C1=CC=CC=C1)OC1=CC(=C(C=C1)CCBr)[N+](=O)[O-] (2-(4-benzyloxy-2-nitrophenyl)ethyl bromide), C(C1=CC=CC=C1)OC1=CC(=C(C=C1)CCBr)[N+](=O)[O-] (2-(4-benzyloxy-2-nitrophenyl)ethyl bromide), C(C1=CC=CC=C1)OC1=CC(=C(C=C1)CCO)[N+](=O)[O-] (2-(4-benzyloxy-2-nitrophenyl)ethanol), C(C1=CC=CC=C1)OC1=CC(=C(C=C1)CCCl)[N+](=O)[O-] (2-(4-benzyloxy-2-nitrophenyl)ethyl chloride). Reagents/catalysts: [Pd] (Pd/C). Run in C(C)#N (acetonitrile), C1CCOC1 (THF). The product is NC1=C(C=CC(=C1)O)CCCl (2-(2-amino-4-hydroxyphenyl)ethyl chloride), NC1=C(C=CC(=C1)O)CCBr (2-(2-amino-4-hydroxyphenyl)ethyl bromide). Reaction SMILES: C([O:8][C:9]1[CH:14]=[CH:13][C:12]([CH2:15][CH2:16][Br:17])=[C:11]([N+:18]([O-])=O)[CH:10]=1)C1C=CC=CC=1.C(OC1C=CC(CCO)=C([N+]([O-])=O)C=1)C1C=CC=CC=1.C1(P(C2C=CC=CC=2)C2C=CC=CC=2)C=CC=CC=1.C(Br)(Br)(Br)Br.C([O:72][C:73]1[CH:78]=[CH:77][C:76]([CH2:79][CH2:80][Cl:81])=[C:75]([N+:82]([O-])=O)[CH:74]=1)C1C=CC=CC=1>C(#N)C.C1COCC1.[Pd]>[NH2:82][C:75]1[CH:74]=[C:73]([OH:72])[CH:78]=[CH:77][C:76]=1[CH2:79][CH2:80][Cl:81].[NH2:18][C:11]1[CH:10]=[C:9]([OH:8])[CH:14]=[CH:13][C:12]=1[CH2:15][CH2:16][Br:17]. Procedure: The synthetic approach for the proposed achiral seco-CI compounds starts from the reaction of the readily available diethyl 2-(4-benzyloxy-2-nitrophenyl)malonate (4c). Treatment of diethyl 2-(4-benzyloxy-2-nitrophenyl)malonate with NaOH in ethanol (25-80° C.), preferably refluxing, followed by acidification and mild heating (25-100° C.), preferably refluxing, the solution gave the desired 4-benzyloxy-2-nitrophenylacetic acid in 95% yield. Selective reduction of the carboxylic acid with borane at... Starting materials: Ice water, C(C)(=O)OCCCCBr (4-bromobutyl acetate), C([O-])([O-])=O.[K+].[K+] (potassium carbonate), C1(=CC=CC=C1)C(OC1CCNCC1)C1=CC=CC=C1 (4-(diphenylmethoxy)piperidine). The solvent is CN(C=O)C (N,N-dimethylformamide). Reaction conditions: temperature 50 celsius, time 3 hour. Product: C1(=CC=CC=C1)C(OC1CCN(CC1)CCCCO)C1=CC=CC=C1 (4-(diphenylmethoxy)-1-piperidinebutanol). As a reaction SMILES: [C:1]1([CH:7]([C:15]2[CH:20]=[CH:19][CH:18]=[CH:17][CH:16]=2)[O:8][CH:9]2[CH2:14][CH2:13][NH:12][CH2:11][CH2:10]2)[CH:6]=[CH:5][CH:4]=[CH:3][CH:2]=1.C([O:24][CH2:25][CH2:26][CH2:27][CH2:28]Br)(=O)C.C(=O)([O-])[O-].[K+].[K+]>CN(C)C=O>[C:15]1([CH:7]([C:1]2[CH:2]=[CH:3][CH:4]=[CH:5][CH:6]=2)[O:8][CH:9]2[CH2:14][CH2:13][N:12]([CH2:28][CH2:27][CH2:26][CH2:25][OH:24])[CH2:11][CH2:10]2)[CH:16]=[CH:17][CH:18]=[CH:19][CH:20]=1 |f:2.3.4|. Reported procedure: 1.05 g of 4-(diphenylmethoxy)piperidine was dissolved in 10 ml of N,N-dimethylformamide; 0.57 ml of 4-bromobutyl acetate and 652 mg of potassium carbonate were added, followed by stirring at 50° C. for 3 hours. Ice water was added, followed by extraction with ethyl ether; the extract was washed with saline and dried with magnesium sulfate. After the dry product was concentrated under reduced pressure, the residue was dissolved in 15 ml of ethanol; 8 ml of a 1 N aqueous solution of sodium hydroxi... Reactants: CCO, ClC(Cl)Cl, Cl, [Fe], Nc1nccc(C=Cc2ccc([N+](=O)[O-])cc2)n1, [Na+], [OH-], O. Product: Nc1ccc(C=Cc2ccnc(N)n2)cc1. As a reaction SMILES: [CH3:20][CH2:21][OH:22].[CH:26]([Cl:27])([Cl:28])[Cl:29].[ClH:1].[Fe:25].[N+:2]([O-:3])(=[O:4])[c:5]1[cH:6][cH:7][c:8]([CH:11]=[CH:12][c:13]2[n:14][c:15]([NH2:19])[n:16][cH:17][cH:18]2)[cH:9][cH:10]1.[Na+:24].[OH-:23].[OH2:30]>>[NH2:2][c:5]1[cH:6][cH:7][c:8]([CH:11]=[CH:12][c:13]2[n:14][c:15]([NH2:19])[n:16][cH:17][cH:18]2)[cH:9][cH:10]1.